This data is from the Open Reaction Database (ORD), a public repository of structured organic reaction records. The task is: describe an organic reaction: reactants, conditions, products, and yield The reactants are Cn1ccnc1S, CN([SiH](C)C)[Si](C)(C)C, Cc1ccccc1, N, O=C1NS(=O)(=O)c2ccccc21, O, O=S(=O)(O)O. Yields the product Cn1ccnc1S[Si](C)(C)C. Reaction SMILES: [CH3:1][n:2]1[c:3]([SH:7])[n:4][cH:5][cH:6]1.[CH3:20][SiH:21]([CH3:22])[N:27]([Si:23]([CH3:24])([CH3:25])[CH3:26])[CH3:28].[CH3:36][c:37]1[cH:38][cH:39][cH:40][cH:41][cH:42]1.[NH3:29].[O:8]=[C:9]1[c:10]2[c:11]([cH:12][cH:13][cH:14][cH:15]2)[S:16](=[O:17])(=[O:18])[NH:19]1.[OH2:35].[S:30](=[O:31])(=[O:32])([OH:33])[OH:34]>>[CH3:1][n:2]1[c:3]([S:7][Si:23]([CH3:24])([CH3:25])[CH3:26])[n:4][cH:5][cH:6]1.